Dataset: the Open Reaction Database (ORD), a public repository of structured organic reaction records. Task: describe an organic reaction: reactants, conditions, products, and yield Starting materials: CC(C)C[Al+]CC(C)C, Cl, [H-], C1CCOC1, COC(=O)c1cc(OCc2ccc3ccccc3n2)no1. Yields the product OCc1cc(OCc2ccc3ccccc3n2)no1. As a reaction SMILES: [CH2:23]([Al+:24][CH2:25][CH:26]([CH3:27])[CH3:28])[CH:29]([CH3:30])[CH3:31].[ClH:32].[H-:22].[O:33]1[CH2:34][CH2:35][CH2:36][CH2:37]1.[n:1]1[c:2]([CH2:11][O:12][c:13]2[n:14][o:15][c:16]([C:18](=[O:19])[O:20][CH3:21])[cH:17]2)[cH:3][cH:4][c:5]2[cH:6][cH:7][cH:8][cH:9][c:10]12>>[n:1]1[c:2]([CH2:11][O:12][c:13]2[n:14][o:15][c:16]([CH2:18][OH:19])[cH:17]2)[cH:3][cH:4][c:5]2[cH:6][cH:7][cH:8][cH:9][c:10]12. Reactants: CC(C)(O[Si](C(C)C)(C(C)C)C(C)C)C1CCN(CC1)C1=NN=C2N1C=C(C=C2)O[C@@H]2CC[C@@H](C1=CC=CC=C21)N ((1S,4R)-4-{3-[4-(1-Methyl-1-triisopropylsilanyloxy-ethyl)-piperidin-1-yl]-[1,2,4]triazolo[4,3-a]pyridin-6-yloxy}-1,2,3,4-tetrahydro-naphthalen-1-ylamine), CCN(C(C)C)C(C)C (DIPEA), ClC(COC(NC=1N(N=C(C1)C(C)(C)C)C1=CC=C(C=C1)C)=O)(Cl)Cl ((5-tert-butyl-2-p-tolyl-2H-pyrazol-3-yl)-carbamic acid 2,2,2-trichloro-ethyl ester), N (NH3). The solvent is O1CCOCC1 (dioxane), C(Cl)Cl (DCM), CO (MeOH). Conditions: time 6 hour. Yields the product C(C)(C)(C)C=1C=C(N(N1)C1=CC=C(C=C1)C)NC(=O)N[C@H]1CC[C@H](C2=CC=CC=C12)OC=1C=CC=2N(C1)C(=NN2)N2CCC(CC2)C(C)(O[Si](C(C)C)(C(C)C)C(C)C)C (1-(5-tert-butyl-2-p-tolyl-2H-pyrazol-3-yl)-3-((1S,4R)-4-{3-[4-(1-methyl-1-triisopropylsilanyloxy-ethyl)-piperidin-1-yl]-[1,2,4]triazolo[4,3-a]pyridin-6-yloxy}-1,2,3,4-tetrahydro-naphthalen-1-yl)-urea). RXN SMILES: ClC(Cl)(Cl)CO[C:5](=[O:23])[NH:6][C:7]1[N:8]([C:16]2[CH:21]=[CH:20][C:19]([CH3:22])=[CH:18][CH:17]=2)[N:9]=[C:10]([C:12]([CH3:15])([CH3:14])[CH3:13])[CH:11]=1.[CH3:26][C:27]([CH:40]1[CH2:45][CH2:44][N:43]([C:46]2[N:50]3[CH:51]=[C:52]([O:55][C@H:56]4[C:65]5[C:60](=[CH:61][CH:62]=[CH:63][CH:64]=5)[C@@H:59]([NH2:66])[CH2:58][CH2:57]4)[CH:53]=[CH:54][C:49]3=[N:48][N:47]=2)[CH2:42][CH2:41]1)([O:29][Si:30]([CH:37]([CH3:39])[CH3:38])([CH:34]([CH3:36])[CH3:35])[CH:31]([CH3:33])[CH3:32])[CH3:28].CCN(C(C)C)C(C)C.N>O1CCOCC1.CO.C(Cl)Cl>[C:12]([C:10]1[CH:11]=[C:7]([NH:6][C:5]([NH:66][C@@H:59]2[C:60]3[C:65](=[CH:64][CH:63]=[CH:62][CH:61]=3)[C@H:56]([O:55][C:52]3[CH:53]=[CH:54][C:49]4[N:50]([C:46]([N:43]5[CH2:42][CH2:41][CH:40]([C:27]([CH3:26])([O:29][Si:30]([CH:31]([CH3:33])[CH3:32])([CH:37]([CH3:39])[CH3:38])[CH:34]([CH3:36])[CH3:35])[CH3:28])[CH2:45][CH2:44]5)=[N:47][N:48]=4)[CH:51]=3)[CH2:57][CH2:58]2)=[O:23])[N:8]([C:16]2[CH:17]=[CH:18][C:19]([CH3:22])=[CH:20][CH:21]=2)[N:9]=1)([CH3:13])([CH3:14])[CH3:15]. Procedure details: A brown solution of (5-tert-butyl-2-p-tolyl-2H-pyrazol-3-yl)-carbamic acid 2,2,2-trichloro-ethyl ester (Synthetic Communications, 2009, 39, 3999-4009, which is incorporated herein by reference in its entirety; 89.6 mg, 0.221 mmol), Intermediate 74c (128 mg, 0.221 mmol) and DIPEA (0.048 mL, 0.277 mmol) in dioxane (3 mL) was stirred at 60° C. for 16 h, and at 80° C. for 6 h. The cooled solution was concentrated in vacuo, suspended in water (4 mL) and extracted with DCM (2×4 mL). The combined organ... The reactants are C(C)(C)C=1C=C(C=O)C=C(C1OC)C(C)C (3,5-Diisopropyl-4-methoxybenzaldehyde), ClC=1C=C2CC(NC2=CC1)=O (5-chloro-2-oxindole). Product: ClC=1C=C2C(C(NC2=CC1)=O)=CC1=CC(=C(C(=C1)C(C)C)OC)C(C)C (5-chloro-3-(3,5-diisopropyl-4-methoxybenzylidene)-1,3-dihydroindol-2-one). As a reaction SMILES: [CH:1]([C:4]1[CH:5]=[C:6]([CH:9]=[C:10]([CH:14]([CH3:16])[CH3:15])[C:11]=1[O:12][CH3:13])[CH:7]=O)([CH3:3])[CH3:2].[Cl:17][C:18]1[CH:19]=[C:20]2[C:24](=[CH:25][CH:26]=1)[NH:23][C:22](=[O:27])[CH2:21]2>>[Cl:17][C:18]1[CH:19]=[C:20]2[C:24](=[CH:25][CH:26]=1)[NH:23][C:22](=[O:27])[C:21]2=[CH:7][C:6]1[CH:5]=[C:4]([CH:1]([CH3:3])[CH3:2])[C:11]([O:12][CH3:13])=[C:10]([CH:14]([CH3:16])[CH3:15])[CH:9]=1. Procedure details: 3,5-Diisopropyl-4-methoxybenzaldehyde was condensed with 5-chloro-2-oxindole to give 0.3 g of 5-chloro-3-(3,5-diisopropyl-4-methoxybenzylidene)-1,3-dihydroindol-2-one as a yellow-orange solid. Starting materials: CO, O=[N+]([O-])c1ccc2c(ccn2CCN2CCCCC2)c1, NN, O. Yields the product Nc1ccc2c(ccn2CCN2CCCCC2)c1. RXN SMILES: [CH3:24][OH:25].[N+:1]([O-:2])(=[O:3])[c:4]1[cH:5][c:6]2[cH:7][cH:8][n:9]([CH2:13][CH2:14][N:15]3[CH2:16][CH2:17][CH2:18][CH2:19][CH2:20]3)[c:10]2[cH:11][cH:12]1.[NH2:22][NH2:23].[OH2:21]>>[NH2:1][c:4]1[cH:5][c:6]2[cH:7][cH:8][n:9]([CH2:13][CH2:14][N:15]3[CH2:16][CH2:17][CH2:18][CH2:19][CH2:20]3)[c:10]2[cH:11][cH:12]1. Starting materials: CC(C)(C)S(N)=O, CC(C)[O-], CC(C)[O-], CC(C)[O-], CC(C)[O-], Cn1cc(C(=O)OC(C)(C)C)cc1C=O, ClCCl, O, [Ti+4]. The product is Cn1cc(C(=O)OC(C)(C)C)cc1C=NS(=O)C(C)(C)C. As a reaction SMILES: [CH3:16][C:17]([CH3:18])([CH3:19])[S:20](=[O:21])[NH2:22].[CH3:27][CH:28]([CH3:29])[O-:30].[CH3:32][CH:33]([CH3:34])[O-:35].[CH3:36][CH:37]([CH3:38])[O-:39].[CH3:40][CH:41]([CH3:42])[O-:43].[CH:1](=[O:2])[c:3]1[cH:4][c:5]([C:9](=[O:10])[O:11][C:12]([CH3:13])([CH3:14])[CH3:15])[cH:6][n:7]1[CH3:8].[Cl:24][CH2:25][Cl:26].[OH2:23].[Ti+4:31]>>[CH:1]([c:3]1[cH:4][c:5]([C:9](=[O:10])[O:11][C:12]([CH3:13])([CH3:14])[CH3:15])[cH:6][n:7]1[CH3:8])=[N:22][S:20]([C:17]([CH3:16])([CH3:18])[CH3:19])=[O:21]. Reactants: O=C(Cl)c1ccccc1, CS(C)=O, Cl, NC1c2ccccc2-c2[nH]c(=O)c3nccn3c21, [Na+], [OH-]. Yields the product O=C(NC1c2ccccc2-c2[nH]c(=O)c3nccn3c21)c1ccccc1. RXN SMILES: [C:1]([c:2]1[cH:3][cH:4][cH:5][cH:6][cH:7]1)(=[O:8])[Cl:9].[CH3:31][S:32](=[O:33])[CH3:34].[ClH:10].[NH2:11][CH:12]1[c:13]2[cH:14][cH:15][cH:16][cH:17][c:18]2-[c:19]2[nH:20][c:21](=[O:28])[c:22]3[n:23]([c:24]21)[cH:25][cH:26][n:27]3.[Na+:30].[OH-:29]>>[C:1]([c:2]1[cH:3][cH:4][cH:5][cH:6][cH:7]1)(=[O:8])[NH:11][CH:12]1[c:13]2[cH:14][cH:15][cH:16][cH:17][c:18]2-[c:19]2[nH:20][c:21](=[O:28])[c:22]3[n:23]([c:24]21)[cH:25][cH:26][n:27]3. Reactants: OCCCCCCCCO, CN(C)CC(N)CC(=O)OCc1ccccc1, Cl, Cl, FC(F)(F)c1ccc(CBr)cc1, OCCCCCCCCOCc1ccc(C(F)(F)F)cc1, O=C(O)CCCCCCCOCc1ccc(C(F)(F)F)cc1. Product: CN(C)CC(CC(=O)OCc1ccccc1)NC(=O)CCCCCCCOCc1ccc(C(F)(F)F)cc1. As a reaction SMILES: [CH2:1]([OH:2])[CH2:3][CH2:4][CH2:5][CH2:6][CH2:7][CH2:8][CH2:9][OH:10].[CH2:68]([c:69]1[cH:70][cH:71][cH:72][cH:73][cH:74]1)[O:75][C:76]([CH2:77][CH:78]([CH2:79][N:80]([CH3:81])[CH3:82])[NH2:83])=[O:84].[ClH:66].[ClH:67].[F:11][C:12]([F:13])([F:14])[c:15]1[cH:16][cH:17][c:18]([CH2:19][Br:20])[cH:21][cH:22]1.[F:23][C:24]([c:25]1[cH:26][cH:27][c:28]([CH2:29][O:30][CH2:31][CH2:32][CH2:33][CH2:34][CH2:35][CH2:36][CH2:37][CH2:38][OH:39])[cH:40][cH:41]1)([F:42])[F:43].[F:44][C:45]([F:46])([F:47])[c:48]1[cH:49][cH:50][c:51]([CH2:52][O:53][CH2:54][CH2:55][CH2:56][CH2:57][CH2:58][CH2:59][CH2:60][C:61]([OH:62])=[O:63])[cH:64][cH:65]1>>[F:23][C:24]([c:25]1[cH:26][cH:27][c:28]([CH2:29][O:30][CH2:31][CH2:32][CH2:33][CH2:34][CH2:35][CH2:36][CH2:37][C:38](=[O:39])[NH:83][CH:78]([CH2:77][C:76]([O:75][CH2:68][c:69]2[cH:70][cH:71][cH:72][cH:73][cH:74]2)=[O:84])[CH2:79][N:80]([CH3:81])[CH3:82])[cH:40][cH:41]1)([F:42])[F:43].